Task: describe an organic reaction: reactants, conditions, products, and yield. Dataset: the Open Reaction Database (ORD), a public repository of structured organic reaction records The reactants are CCO, CCOC(OCC)OCC, O=Cc1cccc(C=O)c1, [Cl-], [NH4+]. Yields the product CCOC(OCC)c1cccc(C=O)c1. Reaction SMILES: [CH3:13][CH2:14][OH:15].[CH:16]([O:17][CH2:18][CH3:19])([O:20][CH2:21][CH3:22])[O:23][CH2:24][CH3:25].[CH:1]([c:2]1[cH:3][c:4]([CH:5]=[O:6])[cH:7][cH:8][cH:9]1)=[O:10].[Cl-:11].[NH4+:12]>>[c:2]1([CH:16]([O:20][CH2:21][CH3:22])[O:23][CH2:24][CH3:25])[cH:3][c:4]([CH:5]=[O:6])[cH:7][cH:8][cH:9]1.